Task: describe an organic reaction: reactants, conditions, products, and yield. Dataset: the Open Reaction Database (ORD), a public repository of structured organic reaction records Starting materials: C(C1=CC=CC=C1)C=1C(NC(N2C1SCCC2)=O)=O (9-benzyl-3,4-dihydro-2H,6H-pyrimido[6,1-b][1,3]thiazine-6,8(7H)-dione), C([O-])([O-])=O.[K+].[K+] (potassium carbonate), BrCCCCCl (1-bromo-4-chlorobutane). Run in CN(C=O)C (N,N-dimethylformamide). Conditions: temperature 60 celsius, time 2 hour. Product: C(C1=CC=CC=C1)C=1C(N(C(N2C1SCCC2)=O)CCCCCl)=O (9-benzyl-7-(4-chlorobutyl)-3,4-dihydro-2H,6H-pyrimido[6,1-b][1,3]thiazine-6,8(7H)-dione). RXN SMILES: [CH2:1]([C:8]1[C:9](=[O:19])[NH:10][C:11](=[O:18])[N:12]2[CH2:17][CH2:16][CH2:15][S:14][C:13]=12)[C:2]1[CH:7]=[CH:6][CH:5]=[CH:4][CH:3]=1.C(=O)([O-])[O-].[K+].[K+].Br[CH2:27][CH2:28][CH2:29][CH2:30][Cl:31]>CN(C)C=O>[CH2:1]([C:8]1[C:9](=[O:19])[N:10]([CH2:27][CH2:28][CH2:29][CH2:30][Cl:31])[C:11](=[O:18])[N:12]2[CH2:17][CH2:16][CH2:15][S:14][C:13]=12)[C:2]1[CH:7]=[CH:6][CH:5]=[CH:4][CH:3]=1 |f:1.2.3|. Procedure details: To a suspension of 4.11 g (15 mmol) of 9-benzyl-3,4-dihydro-2H,6H-pyrimido[6,1-b][1,3]thiazine-6,8(7H)-dione and 3.32 g (24 mmol) of potassium carbonate in 70 ml of N,N-dimethylformamide, 3.46 ml (60 mmol) of 1-bromo-4-chlorobutane was added at room temperature, followed by stirring at 60° C. for 2 hours and then at 100° C. for 3 hours. After cooling, the reaction mixture was concentrated to dryness. The residue was dissolved in dichloromethane-water; the organic layer was washed with water and ... Starting materials: CC(C)(C)OC(=O)NC1(c2ccc(I)cc2)CC1, CCOC(=O)c1nn(-c2ccc(OC)cc2)c2c1CCNC2=O, CS(C)=O, CCOC(C)=O, [Cu]I, [K+], [K+], O=C([O-])[O-], c1cnc2c(c1)ccc1cccnc12. The product is CCOC(=O)c1nn(-c2ccc(OC)cc2)c2c1CCN(c1ccc(C3(NC(=O)OC(C)(C)C)CC3)cc1)C2=O. As a reaction SMILES: [C:1]([CH3:2])([CH3:3])([CH3:4])[O:5][C:6]([NH:7][C:8]1([c:11]2[cH:12][cH:13][c:14]([I:17])[cH:15][cH:16]2)[CH2:9][CH2:10]1)=[O:18].[CH2:19]([CH3:20])[O:21][C:22](=[O:23])[c:24]1[n:25][n:26](-[c:34]2[cH:35][cH:36][c:37]([O:40][CH3:41])[cH:38][cH:39]2)[c:27]2[c:32]1[CH2:31][CH2:30][NH:29][C:28]2=[O:33].[CH3:62][S:63]([CH3:64])=[O:65].[CH3:68][CH2:69][O:70][C:71]([CH3:72])=[O:73].[Cu:66][I:67].[K+:42].[K+:43].[O-:44][C:45]([O-:46])=[O:47].[cH:48]1[cH:49][c:50]2[cH:51][cH:52][c:53]3[c:54]([c:55]2[n:56][cH:57]1)[n:58][cH:59][cH:60][cH:61]3>>[C:1]([CH3:2])([CH3:3])([CH3:4])[O:5][C:6]([NH:7][C:8]1([c:11]2[cH:12][cH:13][c:14]([N:29]3[C:28](=[O:33])[c:27]4[n:26](-[c:34]5[cH:35][cH:36][c:37]([O:40][CH3:41])[cH:38][cH:39]5)[n:25][c:24]([C:22]([O:21][CH2:19][CH3:20])=[O:23])[c:32]4[CH2:31][CH2:30]3)[cH:15][cH:16]2)[CH2:9][CH2:10]1)=[O:18]. Reactants: CC(C)(C)[O-], CCOC(C)=O, ClCCl, CI, [K+], COC(=O)c1ccc(-c2ccc(N3CCNC3=O)cc2C)cc1, CN(C)C=O. Product: COC(=O)c1ccc(-c2ccc(N3CCN(C)C3=O)cc2C)cc1. As a reaction SMILES: [CH3:24][C:25]([CH3:26])([O-:27])[CH3:28].[CH3:37][CH2:38][O:39][C:40](=[O:41])[CH3:42].[Cl:43][CH2:44][Cl:45].[I:30][CH3:31].[K+:29].[O:1]=[C:2]1[N:3]([c:7]2[cH:8][c:9]([CH3:23])[c:10](-[c:13]3[cH:14][cH:15][c:16]([C:19](=[O:20])[O:21][CH3:22])[cH:17][cH:18]3)[cH:11][cH:12]2)[CH2:4][CH2:5][NH:6]1.[O:32]=[CH:33][N:34]([CH3:35])[CH3:36]>>[O:1]=[C:2]1[N:3]([c:7]2[cH:8][c:9]([CH3:23])[c:10](-[c:13]3[cH:14][cH:15][c:16]([C:19](=[O:20])[O:21][CH3:22])[cH:17][cH:18]3)[cH:11][cH:12]2)[CH2:4][CH2:5][N:6]1[CH3:24]. Starting materials: C(C)(=O)OCCOCN1C(=O)NC(=O)C(=C1)F (1-(2-acetoxyethoxy)methyl-5-fluorouracil), C(C)(=O)OC(C)=O (acetic anhydride). The solvent is N1=CC=CC=C1 (pyridine). The product is C(C)(=O)OCCOC(C)N1C(=O)NC(=O)C(=C1)F (1-[1-(2-acetoxyethoxy)-ethyl]-5-fluorouracil). RXN SMILES: [C:1]([O:4][CH2:5][CH2:6][O:7][CH2:8][N:9]1[CH:16]=[C:15]([F:17])[C:13](=[O:14])[NH:12][C:10]1=[O:11])(=[O:3])[CH3:2].[C:18](OC(=O)C)(=O)C>N1C=CC=CC=1>[C:1]([O:4][CH2:5][CH2:6][O:7][CH:8]([N:9]1[CH:16]=[C:15]([F:17])[C:13](=[O:14])[NH:12][C:10]1=[O:11])[CH3:18])(=[O:3])[CH3:2]. Reported procedure: 1-[1-(2-Hydroxyethoxy)ethyl]-5-fluorouracil (2 g) obtained in Example 2 was treated with acetic anhydride and pyridine as in Example 2 to give 2 g of 1-[1-(2-acetoxyethoxy)-ethyl]-5-fluorouracil. The reactants are O (water), C1(=CC=CC2=CC=CC=C12)O (1-Naphthol), [N+](=O)([O-])C=1C=C(C=CC1)S(=O)(=O)OC[C@@H]1CO1 ((S)-glycidyl m-nitrobenzenesulfonate), [F-].[Cs+] (Cesium fluoride). Run in CN(C)C=O (DMF). Run at temperature 0 celsius, time 1 hour. Product: O1[C@H](COC2=CC=CC3=CC=CC=C23)C1 ((S)-1-(2,3-epoxypropoxy)naphthalene). Isolated yield 96.5%. As a reaction SMILES: [C:1]1([OH:11])[C:10]2[C:5](=[CH:6][CH:7]=[CH:8][CH:9]=2)[CH:4]=[CH:3][CH:2]=1.[F-].[Cs+].[N+](C1C=C(S(O[CH2:27][C@H:28]2[O:30][CH2:29]2)(=O)=O)C=CC=1)([O-])=O.O>CN(C=O)C>[O:30]1[CH2:29][C@H:28]1[CH2:27][O:11][C:1]1[C:10]2[C:5](=[CH:6][CH:7]=[CH:8][CH:9]=2)[CH:4]=[CH:3][CH:2]=1 |f:1.2|. Procedure: 1-Naphthol (1.0 g) was dissolved in DMF (8 ml) under nitrogen atmosphere and the solution was cooled to 0° C. 25 Cesium fluoride (2.1 g) was added thereto and the mixture was stirred for 1 hour. Then, (S)-glycidyl m-nitrobenzenesulfonate (1.80 g, 99.3% e.e.) was added thereto and the mixture was stirred for 24 hours at the same temperature. After the reaction water was added to the mixture, the mixture was extracted with ethyl acetate, dried over anhydrous magnesium sulfate, condensed and the re... The reactants are BrCCCCCC1=CC(=NO1)C (5-(5-bromopentyl)-3-methylisoxazole), ClC=1C=C(C=CC1O)C=1OCCN1 (4,5-dihydro-2-(3-chloro-4-hydroxyphenyl)oxazole), CC1=CC(=NO1)CCC(=O)OC (Methyl 5-methyl-3-isoxazolepropanoate). Yields the product ClC1=C(OCCCCCCCC2=CC(=NO2)C)C=CC(=C1)C=1OCCN1 (5-{7-[2-Chloro-4-(4,5-dihydro-2-oxazolyl)phenoxy]heptyl}-3-methylisoxazole). As a reaction SMILES: Br[CH2:2][CH2:3][CH2:4][CH2:5][CH2:6][C:7]1[O:11][N:10]=[C:9]([CH3:12])[CH:8]=1.[Cl:13][C:14]1[CH:15]=[C:16]([C:21]2[O:22][CH2:23][CH2:24][N:25]=2)[CH:17]=[CH:18][C:19]=1[OH:20].[CH3:26][C:27]1ON=C(CCC(OC)=O)C=1>>[Cl:13][C:14]1[CH:15]=[C:16]([C:21]2[O:22][CH2:23][CH2:24][N:25]=2)[CH:17]=[CH:18][C:19]=1[O:20][CH2:26][CH2:27][CH2:2][CH2:3][CH2:4][CH2:5][CH2:6][C:7]1[O:11][N:10]=[C:9]([CH3:12])[CH:8]=1. Reported procedure: 5-{5-[2-Chloro-4-(4,5-dihydro-2-oxazolyl)phenoxy]pentyl}-3-methylisoxazole [IX; R=CH3, R1 =2-Cl, R2, R3, R4, R5 and R6 =H, Y=(CH2)5, oxazole at 4-position] was prepared from 5-(5-bromopentyl)-3-methylisoxazole and 4,5-dihydro-2-(3-chloro-4-hydroxyphenyl)oxazole (Example 13b) according to the procedure of Example 9, part (d), and was obtained in the form of a colorless solid, m.p. 102°-104° C. when recrystallized from isopropyl alcohol. The reactants are [BH4-], CCO, CCOCC, CCOC(=O)c1ccc(I)nc1, [Na+], O. Yields the product OCc1ccc(I)nc1. Reaction SMILES: [BH4-:13].[CH3:16][CH2:17][OH:18].[CH3:19][CH2:20][O:21][CH2:22][CH3:23].[I:1][c:2]1[n:3][cH:4][c:5]([C:6](=[O:7])[O:8][CH2:9][CH3:10])[cH:11][cH:12]1.[Na+:14].[OH2:15]>>[I:1][c:2]1[n:3][cH:4][c:5]([CH2:6][OH:7])[cH:11][cH:12]1. Starting materials: O=C(c1ncc[nH]1)c1ncc[nH]1, CN(C)C=O, CCCC=CS(N)(=O)=O, CCCCCOc1ccc(Cn2c(C)nc(Cl)c2C=CC(=O)O)c(Cl)c1, Cl, [Na], O. The product is CCCC=CS(=O)(=O)NC(=O)C=Cc1c(Cl)nc(C)n1Cc1ccc(OCCCCC)cc1Cl. RXN SMILES: [C:27]([c:28]1[nH:29][cH:30][cH:31][n:32]1)([c:33]1[nH:34][cH:35][cH:36][n:37]1)=[O:38].[CH3:50][N:51]([CH3:52])[CH:53]=[O:54].[CH:40](=[CH:41][CH2:42][CH2:43][CH3:44])[S:45](=[O:46])(=[O:47])[NH2:48].[Cl:1][c:2]1[n:3][c:4]([CH3:26])[n:5]([CH2:12][c:13]2[c:14]([Cl:25])[cH:15][c:16]([O:19][CH2:20][CH2:21][CH2:22][CH2:23][CH3:24])[cH:17][cH:18]2)[c:6]1[CH:7]=[CH:8][C:9](=[O:10])[OH:11].[ClH:49].[Na:39].[OH2:55]>>[Cl:1][c:2]1[n:3][c:4]([CH3:26])[n:5]([CH2:12][c:13]2[c:14]([Cl:25])[cH:15][c:16]([O:19][CH2:20][CH2:21][CH2:22][CH2:23][CH3:24])[cH:17][cH:18]2)[c:6]1[CH:7]=[CH:8][C:9](=[O:11])[NH:48][S:45]([CH:40]=[CH:41][CH2:42][CH2:43][CH3:44])(=[O:46])=[O:47].